This data is from the Open Reaction Database (ORD), a public repository of structured organic reaction records. The task is: describe an organic reaction: reactants, conditions, products, and yield The reactants are BrC=1C=CC(=NC1)Cl (5-bromo-2-chloropyridine), C1(CC1)B(O)O (cyclopropylboronic acid), C(=O)([O-])[O-].[Cs+].[Cs+] (Cs2CO3). The reagents and catalysts are C=1C=CC(=CC1)[P](C=2C=CC=CC2)(C=3C=CC=CC3)[Pd]([P](C=4C=CC=CC4)(C=5C=CC=CC5)C=6C=CC=CC6)([P](C=7C=CC=CC7)(C=8C=CC=CC8)C=9C=CC=CC9)[P](C=1C=CC=CC1)(C=1C=CC=CC1)C=1C=CC=CC1 (Pd(PPh3)4). Run in O1CCOCC1 (1,4-dioxane). Run at temperature 100 celsius, time 1 hour. Product: ClC1=NC=C(C=C1)C1CC1 (2-chloro-5-cyclopropylpyridine). Yield: 57.1%. Reaction SMILES: Br[C:2]1[CH:3]=[CH:4][C:5]([Cl:8])=[N:6][CH:7]=1.[CH:9]1(B(O)O)[CH2:11][CH2:10]1.C([O-])([O-])=O.[Cs+].[Cs+]>O1CCOCC1.C1C=CC([P]([Pd]([P](C2C=CC=CC=2)(C2C=CC=CC=2)C2C=CC=CC=2)([P](C2C=CC=CC=2)(C2C=CC=CC=2)C2C=CC=CC=2)[P](C2C=CC=CC=2)(C2C=CC=CC=2)C2C=CC=CC=2)(C2C=CC=CC=2)C2C=CC=CC=2)=CC=1>[Cl:8][C:5]1[CH:4]=[CH:3][C:2]([CH:9]2[CH2:11][CH2:10]2)=[CH:7][N:6]=1 |f:2.3.4,^1:30,32,51,70|. Reported procedure: To a suspension of 5-bromo-2-chloropyridine (990 mg, 5.15 mmol), cyclopropylboronic acid (893 mg, 10.39 mmol) and Cs2CO3 (5.082 g, 15.45 mmol) in 1,4-dioxane (25 mL) was added Pd(PPh3)4 (601 mg, 0.52 mmol) at r.t. under N2. The reaction was stirred at 100° C. for 1 h. After filtration, the solvent was removed in vacuo, and the residue was purified by silica gel chromatography (PE:EtOAc=50:1) to give 452 mg (57%) of the title compound as a colorless oil. [M+H] Calc'd for C8H8NCl, 154. Found, 154.